Dataset: the Open Reaction Database (ORD), a public repository of structured organic reaction records. Task: describe an organic reaction: reactants, conditions, products, and yield The reactants are FC=1C(=C2CC(NC2=CC1)=O)/C(=C/C(C=1NC=CC1)=O)/I ((Z)-5-fluoro-4-[1-iodo-3-oxo-3-(1H-pyrrol-2-yl)-propenyl]-1,3-dihydro-indol-2-one), [Cu]C#N (copper(I) cyanide), [Cl-].[Li+] (lithium chloride), C(C)[Zn]CC (diethylzinc). Solvent: C1CCOC1 (THF), C1CCOC1 (THF). Conditions: temperature -20 celsius, time 30 minute. Product: C(C)C=1C=C(C=2C(NC3=CC=C(C1C23)F)=O)C=2NC=CC2 (5-ethyl-6-fluoro-3-(1H-pyrrol-2-yl)-1H-benzo[cd]indol-2-one). Reaction SMILES: [Cu]C#N.[Cl-].[Li+].[CH2:6]([Zn]CC)[CH3:7].[F:11][C:12]1[C:13](/[C:22](/I)=[CH:23]/[C:24](=O)[C:25]2[NH:26][CH:27]=[CH:28][CH:29]=2)=[C:14]2[C:18](=[CH:19][CH:20]=1)[NH:17][C:16](=[O:21])[CH2:15]2>C1COCC1>[CH2:6]([C:22]1[CH:23]=[C:24]([C:25]2[NH:26][CH:27]=[CH:28][CH:29]=2)[C:15]2[C:16](=[O:21])[NH:17][C:18]3[C:14]=2[C:13]=1[C:12]([F:11])=[CH:20][CH:19]=3)[CH3:7] |f:1.2|. Reported procedure: To a suspension of copper(I) cyanide (Aldrich, 27 mg, 0.3 mmol) and lithium chloride (Fluka, 25.5 mg, 0.6 mmol) in dry THF (2 mL) was added diethylzinc (Aldrich, 1.0 M solution in n-hexane, 3.0 mL, 3.0 mmol), under argon, at −20° C. and the reaction mixture was stirred for 30 minutes at the same temperature. The light green reaction mixture was then cooled to −78° C. and treated dropwise with a solution of (Z)-5-fluoro-4-[1-iodo-3-oxo-3-(1H-pyrrol-2-yl)-propenyl]-1,3-dihydro-indol-2-one (from Ex...